Dataset: the Open Reaction Database (ORD), a public repository of structured organic reaction records. Task: describe an organic reaction: reactants, conditions, products, and yield Starting materials: C(C1=CC=CC=C1)[C@@H]([C@H](C[C@@H](C)C(NCCC(C)(C)C)=O)O)NC(C1=CC(=CC(=C1)C1=CC=CC=C1)N1C(CCC1)=O)=O (N-[(1S,2S,4R)-1-Benzyl-4-(3,3-dimethylbutylcarbamoyl)-2-hydroxypentyl]-3-(2-oxopyrrolidin-1-yl)-5-phenylbenzamide), O=C1OCCN1C=1C=C(C(=O)O)C=CC1 (3-(2-Oxooxazolidin-3-yl)benzoic acid), C12C(CC(CC1)C2)NC([C@@H](C[C@@H]([C@H](CC2=CC=CC=C2)N)O)C)=O ((2R,4S,5S)-5-Amino-4-hydroxy-2-methyl-6-phenylhexanoic acid (bicyclo[2.2.1]hept-2-yl)amide). Yields the product C(C1=CC=CC=C1)[C@@H]([C@H](C[C@@H](C)C(NC1C2CCC(C1)C2)=O)O)NC(C2=CC(=CC=C2)N2C(OCC2)=O)=O (N-[(1S,2S,4R)-1-Benzyl-4-(bicyclo[2.2.1]hept-2-ylcarbamoyl)-2-hydroxypentyl]-3-(2-oxooxazolidin-3-yl)benzamide). As a reaction SMILES: C([C@H](NC(=O)C1C=C(C2C=CC=CC=2)C=C(N2CCCC2=O)C=1)[C@@H](O)C[C@H](C(=O)NCCC(C)(C)C)C)C1C=CC=CC=1.[O:44]=[C:45]1[N:49]([C:50]2[CH:51]=[C:52]([CH:56]=[CH:57][CH:58]=2)[C:53]([OH:55])=O)[CH2:48][CH2:47][O:46]1.[CH:59]12[CH2:65][CH:62]([CH2:63][CH2:64]1)[CH2:61][CH:60]2[NH:66][C:67](=[O:82])[C@H:68]([CH3:81])[CH2:69][C@H:70]([OH:80])[C@@H:71]([NH2:79])[CH2:72][C:73]1[CH:78]=[CH:77][CH:76]=[CH:75][CH:74]=1>>[CH2:72]([C@H:71]([NH:79][C:53](=[O:55])[C:52]1[CH:56]=[CH:57][CH:58]=[C:50]([N:49]2[CH2:48][CH2:47][O:46][C:45]2=[O:44])[CH:51]=1)[C@@H:70]([OH:80])[CH2:69][C@H:68]([C:67](=[O:82])[NH:66][CH:60]1[CH2:61][CH:62]2[CH2:65][CH:59]1[CH2:64][CH2:63]2)[CH3:81])[C:73]1[CH:74]=[CH:75][CH:76]=[CH:77][CH:78]=1. Reported procedure: Prepared in an analogous manner to E6, from 3-(2-oxooxazolidin-3-yl)benzoic acid (D19) and (2R,4S,5S)-5-amino-4-hydroxy-2-methyl-6-phenylhexanoic acid (bicyclo[2.2.1]hept-2-yl)amide (D29). Reactants: N1C(=CC2=CC=CC=C12)C(=O)OCC (Ethyl 1H-indole-2-carboxylate), [OH-].[Li+] (lithium hydroxide). Solvent: O (water), C(C)OCC (diethyl ether), O (Water), C1CCOC1 (THF), O (H2O). Run at time 8 hour. The product is N1C(=CC2=CC=CC=C12)C(=O)O (1H-indole-2-carboxylic acid). RXN SMILES: [NH:1]1[C:9]2[C:4](=[CH:5][CH:6]=[CH:7][CH:8]=2)[CH:3]=[C:2]1[C:10]([O:12]CC)=[O:11].[OH-].[Li+]>C1COCC1.O.C(OCC)C>[NH:1]1[C:9]2[C:4](=[CH:5][CH:6]=[CH:7][CH:8]=2)[CH:3]=[C:2]1[C:10]([OH:12])=[O:11] |f:1.2|. Reported procedure: Ethyl 1H-indole-2-carboxylate (3.0 g, 15.86 mmol) and lithium hydroxide, H2O (3.33 g, 79 mmol) were dissolved in THF (Ratio: 1.000, Volume: 10 ml) and Water (Ratio: 2, Volume: 20.00 ml). The reaction was stirred overnight. The reaction was diluted with water and diethyl ether. The water layer was washed with diethyl ether twice. The aqueous layer was acidified to pH 2 using 2N HCl. The suspension was extracted using ethyl acetate. The organic layer was washed with saturated sodium chloride solut... Reactants: COC=1C=C(C(=O)N2CC(CC2)(C2=CC=CC=C2)CCN2CCC(CC2)C(=O)C2=NC3=C(N2)C=CC=C3)C=C(C1OC)OC (1-(3,4,5-trimethoxy-benzoyl)-3-[2-[4-[1H-benzoimidazole-2-carbonyl]-piperidin-1-yl]-ethyl]-3-phenyl-pyrrolidine), Cl.C(C1=CC=CC=C1)N1C(=NC=C1)CCl (1-benzyl-imidazol-2-ylmethylchloride hydrochloride). The product is COC=1C=C(C(=O)N2CC(CC2)(C2=CC=CC=C2)CCN2CCC(CC2)C(=O)C2=NC3=C(N2CC=2NC=CN2)C=CC=C3)C=C(C1OC)OC (1-(3,4,5-Trimethoxy-benzoyl)-3-[2-[4-[1-(imidazol-2-ylmethyl)-1H-benzoimidazole-2-carbonyl]-piperidin-1-yl]-ethyl]-3-phenyl-pyrrolidine). As a reaction SMILES: [CH3:1][O:2][C:3]1[CH:4]=[C:5]([CH:38]=[C:39]([O:43][CH3:44])[C:40]=1[O:41][CH3:42])[C:6]([N:8]1[CH2:12][CH2:11][C:10]([CH2:19][CH2:20][N:21]2[CH2:26][CH2:25][CH:24]([C:27]([C:29]3[NH:33][C:32]4[CH:34]=[CH:35][CH:36]=[CH:37][C:31]=4[N:30]=3)=[O:28])[CH2:23][CH2:22]2)([C:13]2[CH:18]=[CH:17][CH:16]=[CH:15][CH:14]=2)[CH2:9]1)=[O:7].Cl.C([N:53]1[CH:57]=[CH:56][N:55]=[C:54]1[CH2:58]Cl)C1C=CC=CC=1>>[CH3:1][O:2][C:3]1[CH:4]=[C:5]([CH:38]=[C:39]([O:43][CH3:44])[C:40]=1[O:41][CH3:42])[C:6]([N:8]1[CH2:12][CH2:11][C:10]([CH2:19][CH2:20][N:21]2[CH2:26][CH2:25][CH:24]([C:27]([C:29]3[N:30]([CH2:58][C:54]4[NH:53][CH:57]=[CH:56][N:55]=4)[C:31]4[CH:37]=[CH:36][CH:35]=[CH:34][C:32]=4[N:33]=3)=[O:28])[CH2:23][CH2:22]2)([C:13]2[CH:14]=[CH:15][CH:16]=[CH:17][CH:18]=2)[CH2:9]1)=[O:7] |f:1.2|. Procedure: Prepare by the method of Example 38.1 using 1-(3,4,5-trimethoxy-benzoyl)-3-[2-[4-[1H-benzoimidazole-2-carbonyl]-piperidin-1-yl]-ethyl]-3-phenyl-pyrrolidine and 1-benzyl-imidazol-2-ylmethylchloride hydrochloride to give the title compound. Starting materials: N(=NC(=O)OC(C)C)C(=O)OC(C)C (diisopropyl azodicarboxylate), COCOC1=CC2=C(CC(O2)(C)C2=CC=C(C=N2)O)C=C1 (6-(6-(methoxymethoxy)-2-methyl-2,3-dihydrobenzofuran-2-yl)pyridin-3-ol), OC[C@H](C)NC(OC(C)(C)C)=O ((S)-tert-butyl (1-hydroxypropan-2-yl)carbamate), C1(=CC=CC=C1)P(C1=CC=CC=C1)C1=CC=CC=C1 (triphenylphosphine). Solvent: C1(=CC=CC=C1)C (toluene). Conditions: time 2 hour. Product: COCOC1=CC2=C(CC(O2)(C)C2=CC=C(C=N2)OC[C@H](C)NC(OC(C)(C)C)=O)C=C1 (tert-Butyl [(1S)-2-({6-[6-(methoxymethoxy)-2-methyl-2,3-dihydro-1-benzofuran-2-yl]pyridin-3-yl}oxy)-1-methylethyl]carbamate). Isolated yield 88.9%. RXN SMILES: N(C(OC(C)C)=O)=NC(OC(C)C)=O.[CH3:15][O:16][CH2:17][O:18][C:19]1[CH:35]=[CH:34][C:22]2[CH2:23][C:24]([C:27]3[N:32]=[CH:31][C:30]([OH:33])=[CH:29][CH:28]=3)([CH3:26])[O:25][C:21]=2[CH:20]=1.O[CH2:37][C@@H:38]([NH:40][C:41](=[O:47])[O:42][C:43]([CH3:46])([CH3:45])[CH3:44])[CH3:39].C1(P(C2C=CC=CC=2)C2C=CC=CC=2)C=CC=CC=1>C1(C)C=CC=CC=1>[CH3:15][O:16][CH2:17][O:18][C:19]1[CH:35]=[CH:34][C:22]2[CH2:23][C:24]([C:27]3[N:32]=[CH:31][C:30]([O:33][CH2:39][C@@H:38]([NH:40][C:41](=[O:47])[O:42][C:43]([CH3:44])([CH3:46])[CH3:45])[CH3:37])=[CH:29][CH:28]=3)([CH3:26])[O:25][C:21]=2[CH:20]=1. Procedure details: A solution of diisopropyl azodicarboxylate (1.9 M in toluene, 2.20 mL) was added dropwise to a solution of diastereomer of 6-(6-(methoxymethoxy)-2-methyl-2,3-dihydrobenzofuran-2-yl)pyridin-3-ol (shorter retention time, 800 mg), (S)-tert-butyl (1-hydroxypropan-2-yl)carbamate (976 mg), and triphenylphosphine (1100 mg) in toluene (20 mL) at ambient temperature. The mixture was stirred at room temperature for 2 hr. The mixture was concentrated under reduced pressure. The residue was partitioned betw... The reactants are CCN(C(C)C)C(C)C, O=C(Cl)Oc1ccc(Cl)cc1, ClCCl, OCCCC#Cc1cc2c(cc1F)NCC2, O. Yields the product O=C(Oc1ccc(Cl)cc1)N1CCc2cc(C#CCCCO)c(F)cc21. As a reaction SMILES: [CH2:17]([N:18]([CH:19]([CH3:20])[CH3:21])[CH:22]([CH3:23])[CH3:24])[CH3:25].[Cl:26][C:27](=[O:28])[O:29][c:30]1[cH:31][cH:32][c:33]([Cl:36])[cH:34][cH:35]1.[Cl:38][CH2:39][Cl:40].[F:1][c:2]1[c:3]([C:11]#[C:12][CH2:13][CH2:14][CH2:15][OH:16])[cH:4][c:5]2[c:9]([cH:10]1)[NH:8][CH2:7][CH2:6]2.[OH2:37]>>[F:1][c:2]1[c:3]([C:11]#[C:12][CH2:13][CH2:14][CH2:15][OH:16])[cH:4][c:5]2[c:9]([cH:10]1)[N:8]([C:27](=[O:28])[O:29][c:30]1[cH:31][cH:32][c:33]([Cl:36])[cH:34][cH:35]1)[CH2:7][CH2:6]2. Starting materials: CCN(CC)CCCCC1CCNCC1, O=C1Nc2cccnc2N(C(=O)Cl)c2cc(Cl)ccc21. Yields the product CCN(CC)CCCCC1CCN(C(=O)N2c3cc(Cl)ccc3C(=O)Nc3cccnc32)CC1. As a reaction SMILES: [CH2:21]([CH3:22])[N:23]([CH2:24][CH2:25][CH2:26][CH2:27][CH:28]1[CH2:29][CH2:30][NH:31][CH2:32][CH2:33]1)[CH2:34][CH3:35].[Cl:1][c:2]1[cH:3][c:4]2[c:5]([cH:19][cH:20]1)[C:6](=[O:18])[NH:7][c:8]1[c:9]([n:14][cH:15][cH:16][cH:17]1)[N:10]2[C:11](=[O:12])[Cl:13]>>[Cl:1][c:2]1[cH:3][c:4]2[c:5]([cH:19][cH:20]1)[C:6](=[O:18])[NH:7][c:8]1[c:9]([n:14][cH:15][cH:16][cH:17]1)[N:10]2[C:11](=[O:12])[N:31]1[CH2:30][CH2:29][CH:28]([CH2:27][CH2:26][CH2:25][CH2:24][N:23]([CH2:21][CH3:22])[CH2:34][CH3:35])[CH2:33][CH2:32]1.